From a dataset of the Open Reaction Database (ORD), a public repository of structured organic reaction records. describe an organic reaction: reactants, conditions, products, and yield Reactants: C1CCOC1, C(=NC1CCCCC1)=NC1CCCCC1, Cl, O=C(O)C(Nc1cccc(F)c1)c1ccccc1, OC1CN2CCC1CC2, On1nnc2ccccc21. Yields the product O=C(OC1CN2CCC1CC2)C(Nc1cccc(F)c1)c1ccccc1. As a reaction SMILES: [CH2:54]1[O:55][CH2:56][CH2:57][CH2:58]1.[CH:29]1([N:30]=[C:31]=[N:32][CH:33]2[CH2:34][CH2:35][CH2:36][CH2:37][CH2:38]2)[CH2:39][CH2:40][CH2:41][CH2:42][CH2:43]1.[ClH:1].[F:2][c:3]1[cH:4][c:5]([NH:9][CH:10]([C:11](=[O:12])[OH:13])[c:14]2[cH:15][cH:16][cH:17][cH:18][cH:19]2)[cH:6][cH:7][cH:8]1.[N:20]12[CH2:21][CH:22]([OH:28])[CH:23]([CH2:24][CH2:25]1)[CH2:26][CH2:27]2.[OH:44][n:45]1[c:46]2[c:47]([cH:48][cH:49][cH:50][cH:51]2)[n:52][n:53]1>>[F:2][c:3]1[cH:4][c:5]([NH:9][CH:10]([C:11](=[O:12])[O:13][CH:22]2[CH2:21][N:20]3[CH2:25][CH2:24][CH:23]2[CH2:26][CH2:27]3)[c:14]2[cH:15][cH:16][cH:17][cH:18][cH:19]2)[cH:6][cH:7][cH:8]1. The reactants are CC(=O)[O-], CCO, CCN(CC)C(=O)C(=O)c1cc(C)cc(C)c1NC(=O)c1cc(C(F)(F)F)nn1-c1ncccc1Cl, Cl, NO, [Na+], O. Product: CCN(CC)C(=O)C(=NO)c1cc(C)cc(C)c1NC(=O)c1cc(C(F)(F)F)nn1-c1ncccc1Cl. RXN SMILES: [CH3:41][C:42](=[O:43])[O-:44].[CH3:46][CH2:47][OH:48].[Cl:4][c:5]1[c:6](-[n:11]2[n:12][c:13]([C:36]([F:37])([F:38])[F:39])[cH:14][c:15]2[C:16](=[O:17])[NH:18][c:19]2[c:20]([C:27]([C:28](=[O:29])[N:30]([CH2:31][CH3:32])[CH2:33][CH3:34])=[O:35])[cH:21][c:22]([CH3:26])[cH:23][c:24]2[CH3:25])[n:7][cH:8][cH:9][cH:10]1.[ClH:1].[NH2:2][OH:3].[Na+:40].[OH2:45]>>[N:2]([OH:3])=[C:27]([c:20]1[c:19]([NH:18][C:16]([c:15]2[n:11](-[c:6]3[c:5]([Cl:4])[cH:10][cH:9][cH:8][n:7]3)[n:12][c:13]([C:36]([F:37])([F:38])[F:39])[cH:14]2)=[O:17])[c:24]([CH3:25])[cH:23][c:22]([CH3:26])[cH:21]1)[C:28](=[O:29])[N:30]([CH2:31][CH3:32])[CH2:33][CH3:34]. Reactants: B(OCCCC)(OCCCC)OCCCC (Tributyl borate), OO (hydrogen peroxide), C1=CC=CC=2OC3=C(C21)C=CC=C3 (dibenzofuran), CN(CCN(C)C)C (N,N,N′,N′-tetramethylethane-1,2-diamine), [Li]CCCC (BuLi), Cl (HCl). Solvent: C(C)OCC (diethyl ether), hexanes. Run at temperature 0 celsius. The product is C1=CC=C(C=2OC3=C(C21)C=CC=C3)O (dibenzofuran-4-ol). As a reaction SMILES: [CH:1]1[C:9]2[C:8]3[CH:10]=[CH:11][CH:12]=[CH:13][C:7]=3[O:6][C:5]=2[CH:4]=[CH:3][CH:2]=1.CN(C)CCN(C)C.[Li]CCCC.B(OCCCC)(OCCCC)[O:28]CCCC.OO.Cl>C(OCC)C>[CH:1]1[C:9]2[C:8]3[CH:10]=[CH:11][CH:12]=[CH:13][C:7]=3[O:6][C:5]=2[C:4]([OH:28])=[CH:3][CH:2]=1. Procedure details: To a solution of dibenzofuran (50 g, 0.29 mol) in 1000 ml dry diethyl ether and N,N,N′,N′-tetramethylethane-1,2-diamine (70 ml, 0.43 mol) (TMEDA), 1.6M BuLi (235 ml, 0.32 mol) in hexanes was added with stirring under Nitrogen. The mixture was refluxed for 1 hour (yellow precipitate) and then cooled to 0° C. Tributyl borate (120 ml, 0.43 mol) was added until the precipitate disappeared. The reaction mixture is allowed to reach room temperature. After cooling again to 0° C., 125 ml of 30% hydrogen... Starting materials: CO (Methanol), CO.C[O-].[Na+] (sodium methoxide methanol), O[C@@H]([C@@H]1OC(=C[C@@H]2[C@@H]1N=C(O2)C)C(=O)OC)[C@@H]2OC(OC2)=O (methyl(3aS,4R,7aR)-4-{(S)-hydroxy[(4R)-2-oxo-1,3-dioxolan-4-yl]methyl}-2-methyl-3a,7a-dihydro-4H-pyrano[3,4-d][1,3]oxazole-6-carboxylate). The solvent is C1(=CC=CC=C1)C (toluene), C1(=CC=CC=C1)C (toluene). Run at time 30 minute. Yields the product O[C@@H]([C@@H](OC)[C@@H]1OC(=C[C@@H]2[C@@H]1N=C(O2)C)C(=O)OC)CO (Methyl (3aS,4R,7aR)-4-[(1R,2R)-2,3-dihydroxy-1-methoxypropyl]-2-methyl-3a,7a-dihydro-4H-pyrano[3,4-d][1,3]oxazole-6-carboxylate). Reaction SMILES: [CH3:1]O.CO.C[O-].[Na+].[OH:8][C@H:9]([C@H:24]1[CH2:28][O:27]C(=O)[O:25]1)[C@H:10]1[C@H:15]2[N:16]=[C:17]([CH3:19])[O:18][C@@H:14]2[CH:13]=[C:12]([C:20]([O:22][CH3:23])=[O:21])[O:11]1>C1(C)C=CC=CC=1>[OH:25][C@H:24]([CH2:28][OH:27])[C@H:9]([C@H:10]1[C@H:15]2[N:16]=[C:17]([CH3:19])[O:18][C@@H:14]2[CH:13]=[C:12]([C:20]([O:22][CH3:23])=[O:21])[O:11]1)[O:8][CH3:1] |f:1.2.3|. Procedure: Methanol (460 ml) and a 25.4% sodium methoxide methanol solution (14.36 g) were added to a toluene solution (approximately 675 ml) of a compound, which was obtained by subjecting methyl(3aS,4R,7aR)-4-{(S)-hydroxy[(4R)-2-oxo-1,3-dioxolan-4-yl]methyl}-2-methyl-3a,7a-dihydro-4H-pyrano[3,4-d][1,3]oxazole-6-carboxylate (46.00 g) to Step A-5 of Example 1, at room temperature, and the mixture was stirred for 30 minutes at the same temperature. The solvent of the reaction solution was distilled off unde... The reactants are [O-]CC.[Na+] (sodium ethoxide), COC(=O)[C@H]1[C@H](CCCC1)N(C(CC1=NS(C2=C(N1)C=CC(=C2)NS(=O)(=O)C)(=O)=O)=O)CC2=CC=C(C=C2)F ((1R,2S)-2-{(4-fluoro-benzyl)-[2-(7-methanesulfonylamino-1,1-dioxo-1,4-dihydro-1λ6-benzo[1,2,4]thiadiazin-3-yl)-acetyl]-amino}-cyclohexanecarboxylic acid methyl ester), Cl (hydrochloric acid). The solvent is C(C)O (ethanol), C(C)O (ethanol). Reaction conditions: temperature 60 celsius, time 4 hour. Product: FC1=CC=C(CN2C(C(=C([C@@H]3CCCC[C@H]23)O)C2=NS(C3=C(N2)C=CC(=C3)NS(=O)(=O)C)(=O)=O)=O)C=C1 ((4aR,8aS)-N-{3-[1-(4-fluoro-benzyl)-4-hydroxy-2-oxo-1,2,4a,5,6,7,8,8a-octahydro-quinolin-3-yl]-1,1-dioxo-1,4-dihydro-1λ6-benzo[1,2,4]thiadiazin-7-yl}-methanesulfonamide). The yield is 30.0%. As a reaction SMILES: CO[C:3]([C@@H:5]1[CH2:10][CH2:9][CH2:8][CH2:7][C@@H:6]1[N:11]([CH2:32][C:33]1[CH:38]=[CH:37][C:36]([F:39])=[CH:35][CH:34]=1)[C:12](=[O:31])[CH2:13][C:14]1[NH:19][C:18]2[CH:20]=[CH:21][C:22]([NH:24][S:25]([CH3:28])(=[O:27])=[O:26])=[CH:23][C:17]=2[S:16](=[O:30])(=[O:29])[N:15]=1)=[O:4].[O-]CC.[Na+].Cl>C(O)C>[F:39][C:36]1[CH:35]=[CH:34][C:33]([CH2:32][N:11]2[C@@H:6]3[C@@H:5]([CH2:10][CH2:9][CH2:8][CH2:7]3)[C:3]([OH:4])=[C:13]([C:14]3[NH:19][C:18]4[CH:20]=[CH:21][C:22]([NH:24][S:25]([CH3:28])(=[O:26])=[O:27])=[CH:23][C:17]=4[S:16](=[O:30])(=[O:29])[N:15]=3)[C:12]2=[O:31])=[CH:38][CH:37]=1 |f:1.2|. Reported procedure: The crude (1R,2S)-2-{(4-fluoro-benzyl)-[2-(7-methanesulfonylamino-1,1-dioxo-1,4-dihydro-1λ6-benzo[1,2,4]thiadiazin-3-yl)-acetyl]-amino}-cyclohexanecarboxylic acid methyl ester (0.3 mmol) was dissolved in ethanol (4 mL). A 21% w/w solution of sodium ethoxide in ethanol (0.448 mL, 1.2 mmol) was added into the above solution. The mixture was stirred at 60° C. for 4 h. Upon cooling to 25° C., the mixture was poured into 1.0 M aqueous hydrochloric acid solution (50 mL). The aqueous layer was extracte... Reaction SMILES: [F:1][C:2]1[CH:14]=[C:13](F)[C:12]([F:16])=[CH:11][C:3]=1[C:4]([NH:6][S:7]([CH3:10])(=[O:9])=[O:8])=[O:5].[Cl:17][C:18]1[CH:19]=[C:20]([OH:29])[CH:21]=[N:22][C:23]=1[O:24][CH:25]1[CH2:28][CH2:27][CH2:26]1.C(=O)([O-])[O-].[K+].[K+]>CS(C)=O.O>[Cl:17][C:18]1[CH:19]=[C:20]([O:29][C:13]2[C:12]([F:16])=[CH:11][C:3]([C:4]([NH:6][S:7]([CH3:10])(=[O:9])=[O:8])=[O:5])=[C:2]([F:1])[CH:14]=2)[CH:21]=[N:22][C:23]=1[O:24][CH:25]1[CH2:28][CH2:27][CH2:26]1 |f:2.3.4|. Product: ClC=1C=C(C=NC1OC1CCC1)OC1=CC(=C(C(=O)NS(=O)(=O)C)C=C1F)F (4-(5-Chloro-6-cyclobutoxypyridin-3-yloxy)-2,5-difluoro-N-(methylsulfonyl)benzamide). Starting materials: FC1=C(C(=O)NS(=O)(=O)C)C=C(C(=C1)F)F (2,4,5-trifluoro-N-(methylsulfonyl)benzamide), ClC=1C=C(C=NC1OC1CCC1)O (5-chloro-6-cyclobutoxypyridin-3-ol), C([O-])([O-])=O.[K+].[K+] (potassium carbonate). Reported procedure: 2,4,5-trifluoro-N-(methylsulfonyl)benzamide (Preparation 27, 0.317 g, 1.25 mmol), 5-chloro-6-cyclobutoxypyridin-3-ol (Preparation 19, 0.250 g, 1.25 mmol) and potassium carbonate (0.346 g, 2.50 mmol) were suspended in DMSO (16 mL) and heated at 90° C. for 48 hours. The reaction was diluted with water (50 mL) and extracted with EtOAc (3×20 mL). The combined organics were dried over magnesium sulfate, filtered and concentrated in vacuo. The crude residue was purified by silica gel chromatography el... Solvent: CS(=O)C (DMSO), O (water). Reaction conditions: temperature 90 celsius. Yield: 11.8%. Reactants: C[Se]C[C@@H](C(=O)O)N (L-Se-methylselenocysteine), Cl.COC([C@@H](NCl)C)=O (chloroalanine methyl ester hydrochloride), Cl.ClN[C@@H](C)C(=O)O (chloroalanine hydrochloride), ClN[C@@H](C)C(=O)O (chloroalanine), C[Se] (methylselenol). The solvent is CO (methanol). The product is Cl.CN[C@@H](C[SeH])C(=O)O (methyselenocysteine hydrochloride). Reaction SMILES: C[Se:2][CH2:3][C@H:4]([NH2:8])[C:5]([OH:7])=[O:6].Cl.[CH3:10]OC(=O)[C@H](C)N[Cl:15].Cl.ClN[C@H](C(O)=O)C.ClN[C@H](C(O)=O)C.C[Se]>CO>[ClH:15].[CH3:10][NH:8][C@H:4]([C:5]([OH:7])=[O:6])[CH2:3][SeH:2] |f:1.2,3.4,8.9,^1:33|. Procedure details: A process for manufacturing L-Se-methylselenocysteine by reaction of chloroalanine methyl ester hydrochloride or chloroalanine hydrochloride or chloroalanine with methylselenol or its salts in a solvent, acidifying the reaction mixture after completion of reaction, isolating methyselenocysteine hydrochloride as a methanol solution, neutralizing the methanol solution with triethyl amine to precipitate L-Se-methylselenocysteine. The reactants are CCOc1cc(Cl)c(S(=O)(=O)NC(C)(C)C)cc1C(=O)O, Cc1ccc(S(=O)(=O)N(C)N=O)cc1, C=[N+]=[N-], C1CCOC1. Yields the product CCOc1cc(Cl)c(S(=O)(=O)NC(C)(C)C)cc1C(=O)OC. RXN SMILES: [C:1]([CH3:2])([CH3:3])([CH3:4])[NH:5][S:6](=[O:7])(=[O:8])[c:9]1[c:10]([Cl:21])[cH:11][c:12]([O:18][CH2:19][CH3:20])[c:13]([C:14](=[O:15])[OH:16])[cH:17]1.[CH3:25][N:26]([N:27]=[O:28])[S:29]([c:30]1[cH:31][cH:32][c:33]([CH3:34])[cH:35][cH:36]1)(=[O:37])=[O:38].[N+:22](=[N-:23])=[CH2:24].[O:39]1[CH2:40][CH2:41][CH2:42][CH2:43]1>>[C:1]([CH3:2])([CH3:3])([CH3:4])[NH:5][S:6](=[O:7])(=[O:8])[c:9]1[c:10]([Cl:21])[cH:11][c:12]([O:18][CH2:19][CH3:20])[c:13]([C:14]([O:15][CH3:24])=[O:16])[cH:17]1. Starting materials: ClCC(=O)N1C2=C(NC(C3=C1C=CC(=C3)C)=O)C=CC=N2 (11-(chloroacetyl)-5,11-dihydro-8-methyl-6H-pyrido[2,3-b][1,4]benzodiazepin-6-one), C(C)N(CC)CC1NCCCC1 (2-[(diethylamino)methyl]piperidine), C(C)(C)OC(C)C (diisopropylether). The solvent is C(C)#N (acetonitrile). Product: C(C)N(CC)CC1N(CCCC1)CC(=O)N1C2=C(NC(C3=C1C=CC(=C3)C)=O)C=CC=N2 (11-[[2-[(Diethylamino)methyl]-1-piperidinyl]acetyl]5,11-dihydro-8-methyl-6H-pyrido[2,3-b][1,4]benzodiazepin-6-one). Isolated yield 54.0%. Reaction SMILES: Cl[CH2:2][C:3]([N:5]1[C:11]2[CH:12]=[CH:13][C:14]([CH3:16])=[CH:15][C:10]=2[C:9](=[O:17])[NH:8][C:7]2[CH:18]=[CH:19][CH:20]=[N:21][C:6]1=2)=[O:4].[CH2:22]([N:24]([CH2:27][CH:28]1[CH2:33][CH2:32][CH2:31][CH2:30][NH:29]1)[CH2:25][CH3:26])[CH3:23].C(OC(C)C)(C)C>C(#N)C>[CH2:22]([N:24]([CH2:27][CH:28]1[CH2:33][CH2:32][CH2:31][CH2:30][N:29]1[CH2:2][C:3]([N:5]1[C:11]2[CH:12]=[CH:13][C:14]([CH3:16])=[CH:15][C:10]=2[C:9](=[O:17])[NH:8][C:7]2[CH:18]=[CH:19][CH:20]=[N:21][C:6]1=2)=[O:4])[CH2:25][CH3:26])[CH3:23]. Reported procedure: Prepared in analogy to Example 2 from 11-(chloroacetyl)-5,11-dihydro-8-methyl-6H-pyrido[2,3-b][1,4]benzodiazepin-6-one and 2-[(diethylamino)methyl]piperidine, but using acetonitrile as solvent, in a yield of 54% of theory. M.p. 173-174° C. (diisopropylether). Starting materials: [Si](C)(C)(C(C)(C)C)OCC1(CC=2N(CCS1)C(=NN2)C2(CC2)C2=CC=C(C=C2)C=2C(=NC=CC2)C#N)C (3-(4-{1-[8-({[Tert-butyl(dimethyl)silyl]oxy}methyl)-8-methyl-5,6,8,9-tetrahydro[1,2,4]triazolo[4,3-d][1,4]thiazepin-3-yl]cyclopropyl}phenyl)pyridin-2-carbonitrile), Cl (hydrochloric acid). The solvent is CO (methanol). The product is OCC1(CC=2N(CCS1)C(=NN2)C2(CC2)C2=CC=C(C=C2)C=2C(=NC=CC2)C#N)C (3-(4-{1-[8-(Hydroxymethyl)-8-methyl-5,6,8,9-tetrahydro[1,2,4]triazolo[4,3-d][1,4]thiazepin-3-yl]cyclopropyl}phenyl)pyridine-2-carbonitrile). Yield: 96.7%. Reaction SMILES: [Si]([O:8][CH2:9][C:10]1([CH3:37])[S:16][CH2:15][CH2:14][N:13]2[C:17]([C:20]3([C:23]4[CH:28]=[CH:27][C:26]([C:29]5[C:30]([C:35]#[N:36])=[N:31][CH:32]=[CH:33][CH:34]=5)=[CH:25][CH:24]=4)[CH2:22][CH2:21]3)=[N:18][N:19]=[C:12]2[CH2:11]1)(C(C)(C)C)(C)C.Cl>CO>[OH:8][CH2:9][C:10]1([CH3:37])[S:16][CH2:15][CH2:14][N:13]2[C:17]([C:20]3([C:23]4[CH:28]=[CH:27][C:26]([C:29]5[C:30]([C:35]#[N:36])=[N:31][CH:32]=[CH:33][CH:34]=5)=[CH:25][CH:24]=4)[CH2:22][CH2:21]3)=[N:18][N:19]=[C:12]2[CH2:11]1. Reported procedure: A solution of the compound (421 mg, 0.79 mmol) obtained in Example 44-1) and 4 M hydrochloric acid (1,4-dioxane solution, 1 mL) in methanol (4 mL) was stirred at room temperature for 16 h. The reaction mixture was concentrated under reduced pressure, saturated aqueous sodium hydrogencarbonate was added to the residue, the mixture was extracted with dichloromethane, and the organic layer was washed with saturated sodium chloride solution and dried with anhydrous sodium sulfate. After filtration, ...